This data is from the Open Reaction Database (ORD), a public repository of structured organic reaction records. The task is: describe an organic reaction: reactants, conditions, products, and yield Procedure details: 0.1 mmol of 1-{2-[5-(3-Amino-phenyl)-2H-[1,2,4]triazol-3-yl]-piperidin-1-yl}-2-phenoxy-ethanone were dissolved in 1 ml DMF and 1 eq of succinic anhydride added. The reaction was stirred overnight and the intermediate (N-(3-{5-[1-(2-Phenoxy-acetyl)-piperidin-2-yl]-[1,2,4]oxadiazol-3-yl}-phenyl)-succinamic acid) isolated via preparative HPLC. The isolated material was redissolved in DMF and 1 eq of HATU was added. The reaction mixture was heated to 120° C. using microwave heating. The product was ... Starting materials: NC=1C=C(C=CC1)C=1N=C(NN1)C1N(CCCC1)C(COC1=CC=CC=C1)=O (1-{2-[5-(3-Amino-phenyl)-2H-[1,2,4]triazol-3-yl]-piperidin-1-yl}-2-phenoxy-ethanone), CN(C)C=O (DMF), C1(CCC(=O)O1)=O (succinic anhydride). Run at time 8 hour. As a reaction SMILES: [NH2:1][C:2]1[CH:3]=[C:4]([C:8]2[N:9]=[C:10]([CH:13]3[CH2:18][CH2:17][CH2:16][CH2:15][N:14]3[C:19](=[O:28])[CH2:20][O:21][C:22]3[CH:27]=[CH:26][CH:25]=[CH:24][CH:23]=3)N[N:12]=2)[CH:5]=[CH:6][CH:7]=1.[C:29]1(=[O:35])[O:34][C:32](=[O:33])[CH2:31][CH2:30]1.CN(C=[O:40])C>>[O:21]([CH2:20][C:19]([N:14]1[CH2:15][CH2:16][CH2:17][CH2:18][CH:13]1[C:10]1[O:40][N:12]=[C:8]([C:4]2[CH:3]=[C:2]([NH:1][C:29](=[O:35])[CH2:30][CH2:31][C:32]([OH:34])=[O:33])[CH:7]=[CH:6][CH:5]=2)[N:9]=1)=[O:28])[C:22]1[CH:27]=[CH:26][CH:25]=[CH:24][CH:23]=1. Product: O(C1=CC=CC=C1)CC(=O)N1C(CCCC1)C1=NC(=NO1)C=1C=C(C=CC1)NC(CCC(=O)O)=O (N-(3-{5-[1-(2-Phenoxy-acetyl)-piperidin-2-yl]-[1,2,4]oxadiazol-3-yl}-phenyl)-succinamic acid). The reactants are N(=O)[O-].[Na+] (sodium nitrite), stannous chloride dihydrate, [OH-].[Na+] (sodium hydroxide), C(Cl)(Cl)Cl (chloroform), ClC1=CC(=C(N)C=C1OC(F)F)F (4-chloro-2-fluoro-5-difluoromethoxyaniline). Solvent: O (water), Cl (hydrochloric acid), Cl (hydrochloric acid). Conditions: temperature 0 celsius. The product is ClC1=CC(=C(C=C1OC(F)F)NN)F (4-Chloro-5-difluoromethoxy-2-fluorophenylhydrazine). Yield: 89.2%. As a reaction SMILES: [Cl:1][C:2]1[C:8]([O:9][CH:10]([F:12])[F:11])=[CH:7][C:5]([NH2:6])=[C:4]([F:13])[CH:3]=1.[N:14]([O-])=O.[Na+].[OH-].[Na+].C(Cl)(Cl)Cl>O.Cl>[Cl:1][C:2]1[C:8]([O:9][CH:10]([F:11])[F:12])=[CH:7][C:5]([NH:6][NH2:14])=[C:4]([F:13])[CH:3]=1 |f:1.2,3.4|. Reported procedure: A mixture of 13.3 g of 4-chloro-2-fluoro-5-difluoromethoxyaniline XIII-1 and 106 ml of hydrochloric acid was stirred at 0° C. A solution of 4.76 g of sodium nitrite in 35.4 ml of water was dropwise added in 10 minutes to the mixture, which was stirred at 0° to 5° C. for an hour. A solution of 35.4 g of stannous chloride dihydrate in 35.4 ml of hydrochloric acid was dropwise added in 15 minutes to the mixture, which was stirred at 0° to 5° C. for 2 hours. The reaction mixture was basified with 10... The reactants are CS(C)=O, CC#N, Cc1ccc(S(=O)(=O)OCC2CCN(c3nccnc3N3CCN(Cc4cnn(C)c4C)CC3)CC2)cc1, Cl, N#C[Na]. Product: Cc1c(CN2CCN(c3nccnc3N3CCC(CC#N)CC3)CC2)cnn1C, Cl. As a reaction SMILES: [CH3:43][S:44](=[O:45])[CH3:46].[CH3:47][C:48]#[N:49].[CH3:4][n:5]1[n:6][cH:7][c:8]([CH2:11][N:12]2[CH2:13][CH2:14][N:15]([c:18]3[n:19][cH:20][cH:21][n:22][c:23]3[N:24]3[CH2:25][CH2:26][CH:27]([CH2:30][O:31][S:32]([c:33]4[cH:34][cH:35][c:36]([CH3:37])[cH:38][cH:39]4)(=[O:40])=[O:41])[CH2:28][CH2:29]3)[CH2:16][CH2:17]2)[c:9]1[CH3:10].[ClH:42].[Na:1][C:2]#[N:3]>>[C:2](#[N:3])[CH2:30][CH:27]1[CH2:26][CH2:25][N:24]([c:23]2[c:18]([N:15]3[CH2:14][CH2:13][N:12]([CH2:11][c:8]4[cH:7][n:6][n:5]([CH3:4])[c:9]4[CH3:10])[CH2:17][CH2:16]3)[n:19][cH:20][cH:21][n:22]2)[CH2:29][CH2:28]1.[ClH:42]. The reactants are O (water), C(=C)C=1C=C(C=O)C=CC1 (3-ethenylbenzaldehyde), C(CO)O (ethylene glycol), O.C1(=CC=C(C=C1)S(=O)(=O)O)C (p-toluenesulfonic acid monohydrate). The product is C(=C)C=1C=C(C=CC1)C1OCCO1 (2-(3-ethenylphenyl)-1,3-dioxolane). Reported procedure: To a solution of 3-ethenylbenzaldehyde from Step 1 (3.77 g) and ethylene glycol (1.8 mL) in benzene (40 mL) was added p-toluenesulfonic acid monohydrate (100 mg). The reaction mixture was heated to reflux for 6 hours. The water produced by the reaction was collected in a Dean-Stark trap. The reaction was allowed to cool to room temperature. The reaction was diluted with NH4OAc buffer and extracted with ethyl acetate. The organic layer was dried over sodium sulfate and evaporated. Flash chromatog... RXN SMILES: [CH:1]([C:3]1[CH:4]=[C:5]([CH:8]=[CH:9][CH:10]=1)[CH:6]=[O:7])=[CH2:2].[CH2:11](O)[CH2:12][OH:13].O.C1(C)C=CC(S(O)(=O)=O)=CC=1.O>C1C=CC=CC=1>[CH:1]([C:3]1[CH:4]=[C:5]([CH:6]2[O:13][CH2:12][CH2:11][O:7]2)[CH:8]=[CH:9][CH:10]=1)=[CH2:2] |f:2.3|. Solvent: C1=CC=CC=C1 (benzene). Starting materials: COC(=O)C1(C(OC(C)=O)c2cc[nH]c(=O)c2)CCCO1, CC(=O)O, [Zn]. Yields the product COC(=O)C1(Cc2cc[nH]c(=O)c2)CCCO1. RXN SMILES: [C:1]([O:2][CH:5]([C:6]1([C:11](=[O:12])[O:13][CH3:14])[O:7][CH2:8][CH2:9][CH2:10]1)[c:15]1[cH:16][c:17](=[O:21])[nH:18][cH:19][cH:20]1)(=[O:3])[CH3:4].[CH3:22][C:23](=[O:24])[OH:25].[Zn:26]>>[CH2:5]([C:6]1([C:11](=[O:12])[O:13][CH3:14])[O:7][CH2:8][CH2:9][CH2:10]1)[c:15]1[cH:16][c:17](=[O:21])[nH:18][cH:19][cH:20]1. The reactants are C[Al](C)C (tri-methyl aluminium), [NH4+].[Cl-] (NH4Cl), C1(=CC=CC=C1)C1(CCCC1)CC#N ((1-phenyl-cyclopentyl)-acetonitrile). The solvent is C1(=CC=CC=C1)C (toluene), C1(=CC=CC=C1)C (toluene). Reaction conditions: time 2 hour. Yields the product Cl.C1(=CC=CC=C1)C1(CCCC1)CC(=N)N (2-(1-phenyl-cyclopentyl)-acetamidine hydrochloride salt). Isolated yield 84.4%. RXN SMILES: [NH4+:1].[Cl-:2].C[Al](C)C.[C:7]1([C:13]2([CH2:18][C:19]#[N:20])[CH2:17][CH2:16][CH2:15][CH2:14]2)[CH:12]=[CH:11][CH:10]=[CH:9][CH:8]=1>C1(C)C=CC=CC=1>[ClH:2].[C:7]1([C:13]2([CH2:18][C:19]([NH2:1])=[NH:20])[CH2:17][CH2:16][CH2:15][CH2:14]2)[CH:12]=[CH:11][CH:10]=[CH:9][CH:8]=1 |f:0.1,5.6|. Procedure details: To a stirred suspension of NH4Cl (2 g, 37.29 mmol) in dry toluene (50 mL) was added tri-methyl aluminium (2M in toluene) (18.6 mL, 37.29 mmol) at 5° C. The reaction mixture was then warmed to room temperature and stirred for 2 h. A solution of (1-phenyl-cyclopentyl)-acetonitrile (280) (2.3 g, 12.4 mmol) in toluene (10 mL) was added to the reaction mixture and stirring continued at 80° C. for 14 h. After completion of the reaction, the reaction mixture was quenched with a suspension of silica gel... Starting materials: C(C)OC(C(CCCCOC1CCCCC1)=C)=O (6-cyclohexyloxy-2-methylenehexanoic acid ethyl ester), ClC1=CC(=CC=C1)C(=O)OO (m-chloroperbenzoic acid). The solvent is C(Cl)Cl (methylene chloride). Product: C(C)OC(=O)C1(OC1)CCCCOC1CCCCC1 (2-[4-(Cyclohexyloxy)-butyl]-oxirane-2-carboxylic acid ethyl ester). Reaction SMILES: [CH2:1]([O:3][C:4](=[O:18])[C:5](=[CH2:17])[CH2:6][CH2:7][CH2:8][CH2:9][O:10][CH:11]1[CH2:16][CH2:15][CH2:14][CH2:13][CH2:12]1)[CH3:2].ClC1C=CC=C(C(OO)=[O:27])C=1>C(Cl)Cl>[CH2:1]([O:3][C:4]([C:5]1([CH2:6][CH2:7][CH2:8][CH2:9][O:10][CH:11]2[CH2:12][CH2:13][CH2:14][CH2:15][CH2:16]2)[CH2:17][O:27]1)=[O:18])[CH3:2]. Reported procedure: 2.4 g of the title compound, in the form of a colourless oil, which is purified by chromatography on silica gel (migrating agent: 90:10 petroleum ether/ethyl acetate), are obtained by the procedure described in Example 1a) from 4.9 g of 6-cyclohexyloxy-2-methylenehexanoic acid ethyl ester and 7 g of m-chloroperbenzoic acid in 50 ml of methylene chloride. As a reaction SMILES: [N:1]1([CH2:7][C:8]2[CH:9]=[C:10]([CH:20]=[CH:21][CH:22]=2)[O:11][CH2:12][CH2:13][CH2:14][NH:15][C:16](=[O:19])[CH2:17]Cl)[CH2:6][CH2:5][CH2:4][CH2:3][CH2:2]1.[C-:23]#[N:24].[K+].[Na+].[Cl-].C(=O)([O-])O.[Na+]>CN(C)C=O.CO.C(Cl)(Cl)Cl>[N:1]1([CH2:7][C:8]2[CH:9]=[C:10]([CH:20]=[CH:21][CH:22]=2)[O:11][CH2:12][CH2:13][CH2:14][NH:15][C:16](=[O:19])[CH2:17][C:23]#[N:24])[CH2:6][CH2:5][CH2:4][CH2:3][CH2:2]1 |f:1.2,3.4,5.6|. The product is N1(CCCCC1)CC=1C=C(OCCCNC(CC#N)=O)C=CC1 (N-[3-[3-(piperidinomethyl)phenoxy]propyl]-2-cyanoacetamide). Run at temperature 90 celsius, time 1.5 hour. Reactants: N1(CCCCC1)CC=1C=C(OCCCNC(CCl)=O)C=CC1 (N-[3-[3-(piperidinomethyl)phenoxy]propyl]-2-chloroacetamide), [C-]#N.[K+] (potassium cyanide), C(O)([O-])=O.[Na+] (sodium hydrogencarbonate), [Na+].[Cl-] (NaCl). Reported procedure: 1.59 g of N-[3-[3-(piperidinomethyl)phenoxy]propyl]-2-chloroacetamide was dissolved in 9 ml of dimethylformamide in accordance with preparation method A, and 637 mg of potassium cyanide was added thereto, followed by stirring at external temperature of 90° C. for 1.5 hours. After the reaction solution was cooled down, saturated NaCl solution was added and extraction was carried out with ethyl acetate and dried over magnesium sulfate. Ethyl acetate was distilled off under reduced pressure. The th... Isolated yield 27.1%. The solvent is CN(C=O)C (dimethylformamide), C(Cl)(Cl)Cl (chloroform), CO (methanol). Starting materials: CC(Cc1ccc2c(c1)OC(C(=O)OC(C)C)(C(=O)OC(C)C)O2)NCC(O)c1cccc(Cl)c1, Cl, [Na+], [OH-]. The product is CC(Cc1ccc2c(c1)OC(C(=O)O)(C(=O)OC(C)C)O2)NCC(O)c1cccc(Cl)c1. As a reaction SMILES: [CH:2]([CH3:3])([CH3:4])[O:5][C:6](=[O:7])[C:8]1([C:31](=[O:32])[O:33][CH:34]([CH3:35])[CH3:36])[O:9][c:10]2[c:11]([cH:13][cH:14][c:15]([CH2:17][CH:18]([CH3:19])[NH:20][CH2:21][CH:22]([OH:23])[c:24]3[cH:25][c:26]([Cl:30])[cH:27][cH:28][cH:29]3)[cH:16]2)[O:12]1.[ClH:1].[Na+:38].[OH-:37]>>[CH:2]([CH3:3])([CH3:4])[O:5][C:6](=[O:7])[C:8]1([C:31](=[O:32])[OH:33])[O:9][c:10]2[c:11]([cH:13][cH:14][c:15]([CH2:17][CH:18]([CH3:19])[NH:20][CH2:21][CH:22]([OH:23])[c:24]3[cH:25][c:26]([Cl:30])[cH:27][cH:28][cH:29]3)[cH:16]2)[O:12]1. Starting materials: COC(=O)c1cn2cc(-c3ccccc3N)sc2n1, COc1cc(C(=O)Cl)cc(OC)c1OC, c1ccncc1. Yields the product COC(=O)c1cn2cc(-c3ccccc3NC(=O)c3cc(OC)c(OC)c(OC)c3)sc2n1. As a reaction SMILES: [CH3:1][O:2][C:3](=[O:4])[c:5]1[n:6][c:7]2[s:8][c:9](-[c:13]3[c:14]([NH2:19])[cH:15][cH:16][cH:17][cH:18]3)[cH:10][n:11]2[cH:12]1.[CH3:20][O:21][c:22]1[cH:23][c:24]([C:25](=[O:26])[Cl:27])[cH:28][c:29]([O:33][CH3:34])[c:30]1[O:31][CH3:32].[cH:35]1[cH:36][cH:37][n:38][cH:39][cH:40]1>>[CH3:1][O:2][C:3](=[O:4])[c:5]1[n:6][c:7]2[s:8][c:9](-[c:13]3[c:14]([NH:19][C:25]([c:24]4[cH:23][c:22]([O:21][CH3:20])[c:30]([O:31][CH3:32])[c:29]([O:33][CH3:34])[cH:28]4)=[O:26])[cH:15][cH:16][cH:17][cH:18]3)[cH:10][n:11]2[cH:12]1.